From a dataset of the Open Reaction Database (ORD), a public repository of structured organic reaction records. describe an organic reaction: reactants, conditions, products, and yield The reactants are O=Cc1cccc(Br)c1, O=C([O-])[O-], C#CCCN1CCCCC1, COCCOC, [Cu]I, [K+], [K+], O, c1ccc(P(c2ccccc2)c2ccccc2)cc1. Yields the product O=Cc1cccc(C#CCCN2CCCCC2)c1. As a reaction SMILES: [Br:1][c:2]1[cH:3][c:4]([CH:5]=[O:6])[cH:7][cH:8][cH:9]1.[C:10](=[O:11])([O-:12])[O-:13].[CH2:35]([CH2:36][C:37]#[CH:38])[N:39]1[CH2:40][CH2:41][CH2:42][CH2:43][CH2:44]1.[CH3:46][O:47][CH2:48][CH2:49][O:50][CH3:51].[Cu:52][I:53].[K+:14].[K+:15].[OH2:45].[c:16]1([P:17]([c:18]2[cH:19][cH:20][cH:21][cH:22][cH:23]2)[c:24]2[cH:25][cH:26][cH:27][cH:28][cH:29]2)[cH:30][cH:31][cH:32][cH:33][cH:34]1>>[c:2]1([C:38]#[C:37][CH2:36][CH2:35][N:39]2[CH2:40][CH2:41][CH2:42][CH2:43][CH2:44]2)[cH:3][c:4]([CH:5]=[O:6])[cH:7][cH:8][cH:9]1.